From a dataset of the Open Reaction Database (ORD), a public repository of structured organic reaction records. describe an organic reaction: reactants, conditions, products, and yield Reactants: BrC1=CC(=C(C(=C1O)[N+](=O)[O-])[N+](=O)[O-])F (6-bromo-4-fluoro-2,3-dinitrophenol), stannous chloride, dihydrate. Solvent: CO (methanol), Cl (hydrogen chloride), O (water), O (Water). Conditions: time 15 minute. Product: NC1=C(C(=CC(=C1[N+](=O)[O-])F)Br)O (2-Amino-6-bromo-4-fluoro-3-nitrophenol). As a reaction SMILES: [Br:1][C:2]1[C:7]([OH:8])=[C:6]([N+:9]([O-])=O)[C:5]([N+:12]([O-:14])=[O:13])=[C:4]([F:15])[CH:3]=1>CO.Cl.O>[NH2:9][C:6]1[C:5]([N+:12]([O-:14])=[O:13])=[C:4]([F:15])[CH:3]=[C:2]([Br:1])[C:7]=1[OH:8]. Procedure details: To a stirred solution of 6-bromo-4-fluoro-2,3-dinitrophenol (4.4 g, 16 mmol) in methanol (88 mL) and 12.0 M hydrogen chloride in water (40 mL) was added stannous chloride, dihydrate (11 g, 47 mmol). The reaction was stirred at RT for 15 min. Water was added and the mixture was extracted with ethyl acetate. The organic layer was separated and concentrated. Purification on silica gel using ethyl acetate in hexanes gave the desired compound, 2.48 g, 63%. 1H NMR (300 MHz, DMSO-d6) δ 9.80 (br s, 3H),... The reactants are C(C1=CC=CC=C1)N (Benzylamine), C(C)(C)(C)OC(=O)NC=1C(=CC(=C(C1)N1C=C(C(C2=CC(=C(C(=C12)Cl)F)F)=O)C(=O)OCC)F)F (ethyl 1-(5-tert-butoxycarbonylamino-2,4-difluorophenyl)-8-chloro-6,7-difluoro-4-oxo-1,4-dihydroquinoline-3-carboxylate), CN1CCCC1 (N-methylpyrrolidine), CN(C=O)C (N,N-dimethylformamide). The solvent is C(C)(=O)OCC (ethyl acetate). Run at temperature 80 celsius, time 8 hour. Product: C(C1=CC=CC=C1)NC1=C(C=C2C(C(=CN(C2=C1Cl)C1=C(C=C(C(=C1)NC(=O)OC(C)(C)C)F)F)C(=O)OCC)=O)F (Ethyl 7-Benzylamino-1-(5-tert-butoxycarbonylamino-2,4-difluorophenyl)-8-chloro-6-fluoro-4-oxo-1,4-dihydroquinoline-3-carboxylate). The yield is 75.9%. Reaction SMILES: [CH2:1]([NH2:8])[C:2]1[CH:7]=[CH:6][CH:5]=[CH:4][CH:3]=1.[C:9]([O:13][C:14]([NH:16][C:17]1[C:18]([F:43])=[CH:19][C:20]([F:42])=[C:21]([N:23]2[C:32]3[C:27](=[CH:28][C:29]([F:35])=[C:30](F)[C:31]=3[Cl:33])[C:26](=[O:36])[C:25]([C:37]([O:39][CH2:40][CH3:41])=[O:38])=[CH:24]2)[CH:22]=1)=[O:15])([CH3:12])([CH3:11])[CH3:10].CN1CCCC1.CN(C)C=O>C(OCC)(=O)C>[CH2:1]([NH:8][C:30]1[C:31]([Cl:33])=[C:32]2[C:27]([C:26](=[O:36])[C:25]([C:37]([O:39][CH2:40][CH3:41])=[O:38])=[CH:24][N:23]2[C:21]2[CH:22]=[C:17]([NH:16][C:14]([O:13][C:9]([CH3:11])([CH3:10])[CH3:12])=[O:15])[C:18]([F:43])=[CH:19][C:20]=2[F:42])=[CH:28][C:29]=1[F:35])[C:2]1[CH:7]=[CH:6][CH:5]=[CH:4][CH:3]=1. Procedure: Benzylamine (750 mg) and ethyl 1-(5-tert-butoxycarbonylamino-2,4-difluorophenyl)-8-chloro-6,7-difluoro-4-oxo-1,4-dihydroquinoline-3-carboxylate (4,200 mg) were added to a solution of N-methylpyrrolidine (800 mg) and N,N-dimethylformamide (20 ml), and the mixture was stirred overnight at 80° C. After the reaction mixture was cooled to room temperature, ethyl acetate (100 ml) was added to the reaction mixture, and the resultant mixture was washed 3 times with water (100 ml). After an organic layer...